This data is from the Open Reaction Database (ORD), a public repository of structured organic reaction records. The task is: describe an organic reaction: reactants, conditions, products, and yield Procedure: Benzyl bromide was reacted with the ammonium salt of dicyclohexylphosphinodithioic acid to obtain benzyl dicyclohexylphosphinodithioate, m.p. 107°14 108° C, which on testing lasted 350 hours longer than the control. The total number of hours required to reach failure was 1.9 times that of the control. The product is C1(CCCCC1)P(=S)(SCC1=CC=CC=C1)C1CCCCC1 (benzyl dicyclohexylphosphinodithioate). Starting materials: C(C1=CC=CC=C1)Br (Benzyl bromide), ammonium salt, C1(CCCCC1)P(=S)(S)C1CCCCC1 (dicyclohexylphosphinodithioic acid). Reaction SMILES: [CH2:1](Br)[C:2]1[CH:7]=[CH:6][CH:5]=[CH:4][CH:3]=1.[CH:9]1([P:15]([CH:18]2[CH2:23][CH2:22][CH2:21][CH2:20][CH2:19]2)([SH:17])=[S:16])[CH2:14][CH2:13][CH2:12][CH2:11][CH2:10]1>>[CH:9]1([P:15]([CH:18]2[CH2:23][CH2:22][CH2:21][CH2:20][CH2:19]2)([S:17][CH2:1][C:2]2[CH:7]=[CH:6][CH:5]=[CH:4][CH:3]=2)=[S:16])[CH2:10][CH2:11][CH2:12][CH2:13][CH2:14]1. Reactants: O=C([O-])[O-], C=CCc1c(O)c(Cl)cc2c(=O)c3ccccc3oc12, ClC(Cl)Cl, O=C(OO)c1cccc(Cl)c1, [K+], [K+], O. RXN SMILES: [C:36]([O-:37])([O-:38])=[O:39].[CH2:1]([CH:2]=[CH2:3])[c:4]1[c:5]([OH:20])[c:6]([Cl:19])[cH:7][c:8]2[c:9](=[O:18])[c:10]3[cH:11][cH:12][cH:13][cH:14][c:15]3[o:16][c:17]12.[CH:32]([Cl:33])([Cl:34])[Cl:35].[Cl:21][c:22]1[cH:23][cH:24][cH:25][c:26]([C:27]([O:28][OH:29])=[O:30])[cH:31]1.[K+:40].[K+:41].[OH2:42]>>[CH2:1]1[CH:2]([C:36]([OH:37])=[O:39])[O:20][c:5]2[c:4]1[c:17]1[c:8]([cH:7][c:6]2[Cl:19])[c:9](=[O:18])[c:10]2[cH:11][cH:12][cH:13][cH:14][c:15]2[o:16]1. The product is O=C(O)C1Cc2c(c(Cl)cc3c(=O)c4ccccc4oc23)O1. Starting materials: 11.5, OCC(CO)(CO)CO (pentaerythritol), 11.5, 27.05, C(CCCCCCCCCCCCCCCCCCCCC)(=O)O (behenic acid), N#N (N2), hydroxyl. Conditions: temperature 165 celsius. Product: C(CCCCCCCCCCCCCCCCCCCCC)(=O)OCC(COC(CCCCCCCCCCCCCCCCCCCCC)=O)(CO)CO (Pentaerythritol Dibehenate). As a reaction SMILES: [OH:1][CH2:2][C:3]([CH2:8][OH:9])([CH2:6][OH:7])[CH2:4][OH:5].[C:10]([OH:33])(=O)[CH2:11][CH2:12][CH2:13][CH2:14][CH2:15][CH2:16][CH2:17][CH2:18][CH2:19][CH2:20][CH2:21][CH2:22][CH2:23][CH2:24][CH2:25][CH2:26][CH2:27][CH2:28][CH2:29][CH2:30][CH3:31].N#N>>[C:10]([O:1][CH2:2][C:3]([CH2:8][OH:9])([CH2:6][OH:7])[CH2:4][O:5][C:10](=[O:33])[CH2:11][CH2:12][CH2:13][CH2:14][CH2:15][CH2:16][CH2:17][CH2:18][CH2:19][CH2:20][CH2:21][CH2:22][CH2:23][CH2:24][CH2:25][CH2:26][CH2:27][CH2:28][CH2:29][CH2:30][CH3:31])(=[O:33])[CH2:11][CH2:12][CH2:13][CH2:14][CH2:15][CH2:16][CH2:17][CH2:18][CH2:19][CH2:20][CH2:21][CH2:22][CH2:23][CH2:24][CH2:25][CH2:26][CH2:27][CH2:28][CH2:29][CH2:30][CH3:31]. Procedure details: A 1000 ml round bottomed flask was charge with 648.0 g (0.15 mol) PEG 105 pentaerythritol and 99.0 g. (0.30 mol) behenic acid. The mass was heated to 100° C. with a N2 sparge, 0.75 g methane sulfonic acid and 0.1 g hypophosphorus acid were charged. The batch was heated to 165° C. while collecting the water of reaction, and maintained until an acid value of 11.5 was reached. The finished material was a white waxy solid having an acid value of 11.5, and a hydroxyl value of 27.05. The reactants are C(CCC)C12CC3=C(C(=C(C=C3C2=C(C(CC1)=O)C)F)OC)Cl (9a-butyl-8-chloro-6-fluoro-7-methoxy-4-methyl-1,2,9,9a-tetrahydro-3H-fluoren-3-one), Cl.N1=CC=CC=C1 (pyridine hydrochloride). Reaction conditions: temperature 200 celsius. Yields the product C(CCC)C12CC3=C(C(=C(C=C3C2=C(C(CC1)=O)C)F)O)Cl (9a-butyl-8-chloro-6-fluoro-7-hydroxy-4-methyl-1,2,9,9a-tetrahydro-3H-fluoren-3-one). RXN SMILES: [CH2:1]([C:5]12[CH2:17][CH2:16][C:15](=[O:18])[C:14]([CH3:19])=[C:13]1[C:12]1[C:7](=[C:8]([Cl:23])[C:9]([O:21]C)=[C:10]([F:20])[CH:11]=1)[CH2:6]2)[CH2:2][CH2:3][CH3:4].Cl.N1C=CC=CC=1>>[CH2:1]([C:5]12[CH2:17][CH2:16][C:15](=[O:18])[C:14]([CH3:19])=[C:13]1[C:12]1[C:7](=[C:8]([Cl:23])[C:9]([OH:21])=[C:10]([F:20])[CH:11]=1)[CH2:6]2)[CH2:2][CH2:3][CH3:4] |f:1.2|. Reported procedure: The product mixture from step 3 and pyridine hydrochloride (5.3 g) were combined and heated in an oil bath at 200° C. for 90 minutes. After cooling, the mixture was partitioned between EtOAc (50 mL) and water (50 ml). The organic phase was washed with brine (50 mL), dried over MgSO4, filtered, and evaporated under vacuum to a blue oil. The oil was purified by preparative layer chromatography on four 0.05×20×20 silica gel GF plates, developing with 5% EtOAc in CH2Cl2. One of the plates was discar...